From a dataset of the Open Reaction Database (ORD), a public repository of structured organic reaction records. describe an organic reaction: reactants, conditions, products, and yield Reactants: CS(=O)(=O)OC(CCC(C1=CC=C(C=C1)Br)OS(=O)(=O)C)C1=CC=C(C=C1)Br (1,4-bis(4-bromophenyl)butane-1,4-diyl dimethanesulfonate), C1(CC1)C1=CC=C(N)C=C1 (4-cyclopropylaniline). Solvent: CN(C)C=O (DMF). Run at temperature 50 celsius, time 3 hour. Product: BrC1=CC=C(C=C1)C1N(C(CC1)C1=CC=C(C=C1)Br)C1=CC=C(C=C1)C1CC1 (2,5-bis(4-bromophenyl)-1-(4-cyclopropylphenyl)pyrrolidine). Isolated yield 75.6%. As a reaction SMILES: CS(O[CH:6]([C:22]1[CH:27]=[CH:26][C:25]([Br:28])=[CH:24][CH:23]=1)[CH2:7][CH2:8][CH:9](OS(C)(=O)=O)[C:10]1[CH:15]=[CH:14][C:13]([Br:16])=[CH:12][CH:11]=1)(=O)=O.[CH:29]1([C:32]2[CH:38]=[CH:37][C:35]([NH2:36])=[CH:34][CH:33]=2)[CH2:31][CH2:30]1>CN(C=O)C>[Br:16][C:13]1[CH:14]=[CH:15][C:10]([CH:9]2[CH2:8][CH2:7][CH:6]([C:22]3[CH:27]=[CH:26][C:25]([Br:28])=[CH:24][CH:23]=3)[N:36]2[C:35]2[CH:37]=[CH:38][C:32]([CH:29]3[CH2:31][CH2:30]3)=[CH:33][CH:34]=2)=[CH:11][CH:12]=1. Reported procedure: The product from Example 42B (3.14 g, 5.64 mmol) and 4-cyclopropylaniline (6.01 g, 45.2 mmol) were combined in DMF (20 mL). The mixture was stirred at 50° C. under nitrogen for 3 hours. The reaction mixture was partitioned between 1M HCl and ethyl acetate. The organic layer was washed with brine three times, dried with sodium sulfate, filtered and evaporated. The residue was purified by chromatography on silica gel eluting with ethyl acetate/hexane (0.5% to 1%) to give the title compound (2.12 g... Reactants: CN(C)C=O (DMF), IC1=C2C(=NNC2=CC=C1)N (4-iodo-1H-indazol-3-amine), C(#C)C=1C=C(N)C=CC1 (3-ethynylaniline), C1(=CC=CC=C1)P(C1=CC=CC=C1)C1=CC=CC=C1 (Triphenylphosphine). Reagents/catalysts: [Pd](Cl)Cl.C1(=CC=CC=C1)P(C1=CC=CC=C1)C1=CC=CC=C1.C1(=CC=CC=C1)P(C1=CC=CC=C1)C1=CC=CC=C1 (Bis(triphenylphosphine) palladium(II) dichloride), [Cu](I)I (Copper Iodide). The solvent is C(C)N(CC)CC (triethylamine). Run at temperature 60 celsius. Product: NC=1C=C(C=CC1)C#CC1=C2C(=NNC2=CC=C1)N (4-((3-aminophenyl)ethynyl)-1H-indazol-3-amine). Reaction SMILES: CN(C=O)C.I[C:7]1[CH:15]=[CH:14][CH:13]=[C:12]2[C:8]=1[C:9]([NH2:16])=[N:10][NH:11]2.[C:17]([C:19]1[CH:20]=[C:21]([CH:23]=[CH:24][CH:25]=1)[NH2:22])#[CH:18].C1(P(C2C=CC=CC=2)C2C=CC=CC=2)C=CC=CC=1>[Pd](Cl)Cl.C1(P(C2C=CC=CC=2)C2C=CC=CC=2)C=CC=CC=1.C1(P(C2C=CC=CC=2)C2C=CC=CC=2)C=CC=CC=1.[Cu](I)I.C(N(CC)CC)C>[NH2:22][C:21]1[CH:20]=[C:19]([C:17]#[C:18][C:7]2[CH:15]=[CH:14][CH:13]=[C:12]3[C:8]=2[C:9]([NH2:16])=[N:10][NH:11]3)[CH:25]=[CH:24][CH:23]=1 |f:4.5.6|. Procedure: To 8 ml of DMF was added 4-iodo-1H-indazol-3-amine (690 mg, 2.65 mmol) and 3-ethynylaniline (480 mg, 1.5 eq., 4.1 mmol). Following that, Bis(triphenylphosphine) palladium(II) dichloride (180 mg, 0.25 mmol, 10 mol %), Copper Iodide (100 mg, 0.52 mmol, 20 mol %), Triphenylphosphine (18 mg, 0.07 mmol, 3 mol %) and 8 ml of triethylamine was added. Nitrogen was bubbled through the reaction mixture for 15 minutes. The reaction was then set with a reflux condenser, set under nitrogen atmosphere, and he... The reactants are C(#CC)[Mg]Br (1-propynylmagnesium bromide), C1CCOC1 (THF), N12CC(C(CC1)CC2)NC(=O)C=2C=CC=C1C2N=C(O1)C1=CC=C(C=C1)I (N-(1-Azabicyclo[2.2.2]oct-3-yl)-2-(4-iodophenyl)benzoxazole-4-carboxamide). Reagents/catalysts: [Cl-].[Zn+2].[Cl-] (Zinc chloride), Cl[Pd]([P](C1=CC=CC=C1)(C2=CC=CC=C2)C3=CC=CC=C3)([P](C4=CC=CC=C4)(C5=CC=CC=C5)C6=CC=CC=C6)Cl (bis(triphenylphosphine)dichloropalladium(II)). Solvent: CN(C)C=O (DMF). Run at time 10 minute. Product: N12CC(C(CC1)CC2)NC(=O)C=2C=CC=C1C2N=C(O1)C1=CC=C(C=C1)C#CC (N-(1-azabicyclo[2.2.2]oct-3-yl)-2-(4-propyn-1-ylphenyl)benzoxazole-4-carboxamide). The yield is 88.0%. Reaction SMILES: [C:1]([Mg]Br)#[C:2][CH3:3].C1COCC1.[N:11]12[CH2:18][CH2:17][CH:14]([CH2:15][CH2:16]1)[CH:13]([NH:19][C:20]([C:22]1[CH:23]=[CH:24][CH:25]=[C:26]3[O:30][C:29]([C:31]4[CH:36]=[CH:35][C:34](I)=[CH:33][CH:32]=4)=[N:28][C:27]=13)=[O:21])[CH2:12]2>CN(C=O)C.[Cl-].[Zn+2].[Cl-].Cl[Pd](Cl)([P](C1C=CC=CC=1)(C1C=CC=CC=1)C1C=CC=CC=1)[P](C1C=CC=CC=1)(C1C=CC=CC=1)C1C=CC=CC=1>[N:11]12[CH2:18][CH2:17][CH:14]([CH2:15][CH2:16]1)[CH:13]([NH:19][C:20]([C:22]1[CH:23]=[CH:24][CH:25]=[C:26]3[O:30][C:29]([C:31]4[CH:36]=[CH:35][C:34]([C:1]#[C:2][CH3:3])=[CH:33][CH:32]=4)=[N:28][C:27]=13)=[O:21])[CH2:12]2 |f:4.5.6,^1:48,67|. Reported procedure: Zinc chloride (1.0 M in ether, 0.33 mL, 0.33 mmol) was added dropwise to a solution of 1-propynylmagnesium bromide in THF (0.5 M in THF, 0.66 mL, 0.33 mmol) at room temperature and the mixture was stirred under nitrogen for 10 min. N-(1-Azabicyclo[2.2.2]oct-3-yl)-2-(4-iodophenyl)benzoxazole-4-carboxamide (50 mg, 0.11 mmol) in DMF (2 mL) was added followed by bis(triphenylphosphine)dichloropalladium(II) (7.7 mg, 0.011 mmol). The resulting mixture was stirred under nitrogen at room temperature for... The reactants are SC1=C(C=C(N)C=C1)C(F)(F)F (4-mercapto-3-trifluoromethylaniline), Cl.ClCC1=NN=CN1CCC (3-chloromethyl-4-propyl-4H-1,2,4-triazole hydrochloride), C([O-])([O-])=O.[K+].[K+] (potassium carbonate), CN(C=O)C (N,N-dimethylformamide). Solvent: O (water). Reaction conditions: time 8 hour. Product: C(CC)N1C(=NN=C1)CSC1=C(C=C(N)C=C1)C(F)(F)F (4-[(4-propyl-4H-1,2,4-triazol-3-yl)methylthio]-3-trifluoromethylaniline). Isolated yield 85.5%. As a reaction SMILES: [SH:1][C:2]1[CH:8]=[CH:7][C:5]([NH2:6])=[CH:4][C:3]=1[C:9]([F:12])([F:11])[F:10].Cl.Cl[CH2:15][C:16]1[N:20]([CH2:21][CH2:22][CH3:23])[CH:19]=[N:18][N:17]=1.C(=O)([O-])[O-].[K+].[K+].CN(C)C=O>O>[CH2:21]([N:20]1[CH:19]=[N:18][N:17]=[C:16]1[CH2:15][S:1][C:2]1[CH:8]=[CH:7][C:5]([NH2:6])=[CH:4][C:3]=1[C:9]([F:10])([F:11])[F:12])[CH2:22][CH3:23] |f:1.2,3.4.5|. Reported procedure: 4-mercapto-3-trifluoromethylaniline (1.0 g), 3-chloromethyl-4-propyl-4H-1,2,4-triazole hydrochloride (1.1 g) and potassium carbonate (1.4 g) were added to N,N-dimethylformamide (35 ml), and the mixture was stirred overnight at room temperature. The mixture was poured into water, and the mixture was extracted with ethyl acetate. The organic layer was washed with water and saturated brine, dried over anhydrous magnesium sulfate, and then, the solvent was evaporated. The residue was purified by sil... The reactants are CNC (dimethylamine), C(C)(C)N(CC)C(C)C (Di-iso-propylethylamine), C(C(C)(C)C)(=O)Cl (pivaloyl chloride), OC(C(=O)O)C=1C=NC=C(C1)C=1C=C2C(=NC1)N(C=C2C2=C(C=CC=C2)OC)S(=O)(=O)C2=CC=C(C=C2)C (Hydroxy-{5-[3-(2-methoxy-phenyl)-1-(toluene-4-sulfonyl)-1H-pyrrolo[2,3-b]pyridin-5-yl]-pyridin-3-yl}-acetic acid). Run in ClCCl (dichloromethane), ClCCl (dichloromethane). Conditions: time 10 minute. Product: CN(C(=O)C(C=1C=NC=C(C1)C=1C=C2C(=NC1)N(C=C2C2=C(C=CC=C2)OC)S(=O)(=O)C2=CC=C(C=C2)C)OC(C(C)(C)C)=O)C (2,2-dimethyl-propionic acid dimethylcarbamoyl-{5-[3-(2-methoxy-phenyl)-1-(toluene-4-sulfonyl)-1H-pyrrolo[2,3-b]pyridin-5-yl]-pyridin-3-yl}-methyl ester). Reaction SMILES: [OH:1][CH:2]([C:6]1[CH:7]=[N:8][CH:9]=[C:10]([C:12]2[CH:13]=[C:14]3[C:20]([C:21]4[CH:26]=[CH:25][CH:24]=[CH:23][C:22]=4[O:27][CH3:28])=[CH:19][N:18]([S:29]([C:32]4[CH:37]=[CH:36][C:35]([CH3:38])=[CH:34][CH:33]=4)(=[O:31])=[O:30])[C:15]3=[N:16][CH:17]=2)[CH:11]=1)[C:3]([OH:5])=O.[CH:39]([N:42](C(C)C)[CH2:43]C)(C)C.[C:48](Cl)(=[O:53])[C:49]([CH3:52])([CH3:51])[CH3:50].CNC>ClCCl>[CH3:39][N:42]([CH3:43])[C:3]([CH:2]([O:1][C:48](=[O:53])[C:49]([CH3:52])([CH3:51])[CH3:50])[C:6]1[CH:7]=[N:8][CH:9]=[C:10]([C:12]2[CH:13]=[C:14]3[C:20]([C:21]4[CH:26]=[CH:25][CH:24]=[CH:23][C:22]=4[O:27][CH3:28])=[CH:19][N:18]([S:29]([C:32]4[CH:37]=[CH:36][C:35]([CH3:38])=[CH:34][CH:33]=4)(=[O:31])=[O:30])[C:15]3=[N:16][CH:17]=2)[CH:11]=1)=[O:5]. Procedure: Hydroxy-{5-[3-(2-methoxy-phenyl)-1-(toluene-4-sulfonyl)-1H-pyrrolo[2,3-b]pyridin-5-yl]-pyridin-3-yl}-acetic acid (208 mg, 0.393 mmol) was dissolved in dichloromethane (3.0 mL) and cooled in an ice water bath. Di-iso-propylethylamine (137 μL, 0.786 mmol) and pivaloyl chloride (48.3 μL, 0.393 mmol) were added. After 10 minutes, dimethylamine solution (2 M tetrahydrofuran) was added (393 μL, 0.786 mmol) and the mixture was stirred for 15 h. The mixture was then diluted with dichloromethane and wash... Reactants: C(C)(=O)C1=CC=C(CCC=2C=C(C(=NC2)C#N)Cl)C=C1 (5-(4-acetylphenethyl)-3-chloropicolinonitrile), CC=1C=CC(=C(C1)NC(OC(C)(C)C)=O)B1OC(C(O1)(C)C)(C)C (tert-butyl 5-methyl-2-(4,4,5,5-tetramethyl-1,3,2-dioxaborolan-2-yl)phenylcarbamate), tetrakis(triphenyl-phosphine)palladium, C([O-])([O-])=O.[Na+].[Na+] (sodium carbonate), INITIATOR 2.0. Run in C1(=CC=CC=C1)C.C(C)O (toluene ethanol), C(C)O.O (ethanol water). Yields the product NC1=NC2=C(C=3C=C(C=NC13)CCC1=CC=C(C=C1)C(C)=O)C=CC(=C2)C (1-(4-(2-(5-amino-8-methylbenzo[f][1,7]naphthyridin-2-yl)ethyl)phenyl)ethanone). RXN SMILES: [C:1]([C:4]1[CH:20]=[CH:19][C:7]([CH2:8][CH2:9][C:10]2[CH:11]=[C:12](Cl)[C:13]([C:16]#[N:17])=[N:14][CH:15]=2)=[CH:6][CH:5]=1)(=[O:3])[CH3:2].[CH3:21][C:22]1[CH:23]=[CH:24][C:25](B2OC(C)(C)C(C)(C)O2)=[C:26]([NH:28]C(=O)OC(C)(C)C)[CH:27]=1.C(=O)([O-])[O-].[Na+].[Na+]>C1(C)C=CC=CC=1.C(O)C.C(O)C.O>[NH2:17][C:16]1[C:13]2[N:14]=[CH:15][C:10]([CH2:9][CH2:8][C:7]3[CH:19]=[CH:20][C:4]([C:1](=[O:3])[CH3:2])=[CH:5][CH:6]=3)=[CH:11][C:12]=2[C:25]2[CH:24]=[CH:23][C:22]([CH3:21])=[CH:27][C:26]=2[N:28]=1 |f:2.3.4,5.6,7.8|. Procedure details: To a solution of 5-(4-acetylphenethyl)-3-chloropicolinonitrile (from the previous step) (1 eq) and tert-butyl 5-methyl-2-(4,4,5,5-tetramethyl-1,3,2-dioxaborolan-2-yl)phenylcarbamate (1.0 eq.), tetrakis(triphenyl-phosphine)palladium (10 mol %), and 2N aqueous sodium carbonate solution (2.0 eq.) in toluene/ethanol (1:1, 0.09 M) was heated under microwave condition using a BIOTAGE INITIATOR 2.0 at 150° C. for 20 minutes. After cooling to ambient temperature, the reaction mixture was diluted with et... Starting materials: CS(C)=O, CCOC(C)=O, [Cu]I, Ic1ccccc1, [K+], [K+], O=[N+]([O-])c1cc[nH]c1, O=C([O-])[O-], O, Oc1cccc2cccnc12. The product is O=[N+]([O-])c1ccn(-c2ccccc2)c1. RXN SMILES: [CH3:33][S:34]([CH3:35])=[O:36].[CH3:39][CH2:40][O:41][C:42]([CH3:43])=[O:44].[Cu:37][I:38].[I:9][c:10]1[cH:11][cH:12][cH:13][cH:14][cH:15]1.[K+:27].[K+:28].[N+:1](=[O:2])([O-:3])[c:4]1[cH:5][nH:6][cH:7][cH:8]1.[O-:29][C:30]([O-:31])=[O:32].[OH2:45].[OH:16][c:17]1[cH:18][cH:19][cH:20][c:21]2[c:22]1[n:23][cH:24][cH:25][cH:26]2>>[N+:1](=[O:2])([O-:3])[c:4]1[cH:5][n:6](-[c:10]2[cH:11][cH:12][cH:13][cH:14][cH:15]2)[cH:7][cH:8]1.